From a dataset of the Open Reaction Database (ORD), a public repository of structured organic reaction records. describe an organic reaction: reactants, conditions, products, and yield As a reaction SMILES: [Br:28][c:29]1[cH:30][c:31]2[cH:32][c:33]([OH:39])[cH:34][n:35][c:36]2[cH:37][cH:38]1.[C:40](=[O:41])([O-:42])[O-:43].[CH2:46]1[O:47][CH2:48][CH2:49][O:50][CH2:51]1.[Cl:1][c:2]1[n:3][cH:4][c:5]([B:19]2[O:20][C:21]([CH3:22])([CH3:23])[C:24]([CH3:25])([CH3:26])[O:27]2)[cH:6][c:7]1[NH:8][S:9](=[O:10])(=[O:11])[c:12]1[cH:13][cH:14][c:15]([F:18])[cH:16][cH:17]1.[K+:44].[K+:45]>>[Cl:1][c:2]1[n:3][cH:4][c:5](-[c:29]2[cH:30][c:31]3[cH:32][c:33]([OH:39])[cH:34][n:35][c:36]3[cH:37][cH:38]2)[cH:6][c:7]1[NH:8][S:9](=[O:10])(=[O:11])[c:12]1[cH:13][cH:14][c:15]([F:18])[cH:16][cH:17]1. Product: O=S(=O)(Nc1cc(-c2ccc3ncc(O)cc3c2)cnc1Cl)c1ccc(F)cc1. Starting materials: Oc1cnc2ccc(Br)cc2c1, O=C([O-])[O-], C1COCCO1, CC1(C)OB(c2cnc(Cl)c(NS(=O)(=O)c3ccc(F)cc3)c2)OC1(C)C, [K+], [K+]. As a reaction SMILES: [CH3:1][C@@:2]([OH:31])([CH2:15][CH2:16][CH2:17][CH:18]([CH3:30])[CH2:19][CH2:20][CH2:21][CH:22]([CH3:29])[CH2:23][CH2:24][CH2:25][CH:26]([CH3:28])[CH3:27])[CH2:3]OS(C1C=CC(C)=CC=1)(=O)=O.C(O)C.[OH-].[Na+]>O>[O:31]1[C@:2]([CH3:1])([CH2:15][CH2:16][CH2:17][CH:18]([CH3:30])[CH2:19][CH2:20][CH2:21][CH:22]([CH3:29])[CH2:23][CH2:24][CH2:25][CH:26]([CH3:27])[CH3:28])[CH2:3]1 |f:2.3|. Procedure details: 1.52 g (3.3 mmol) of (2R,6RS,10RS)-2,6,10,14-tetramethyl-1-tosyloxy-2-pentadecanol were dissolved ind 20 ml of ethanol. 2 ml of sodium hydroxide solution (50%) were then added and the mixture was stirred for 16 hours. Subsequently, 50 ml of water were added and the mixture was stirred up with HYFLO. The suspension was then filtered and washed with water. The residue was triturated with diethyl ether, dried over sodium sulphate, filtered and concentrated. There was obtained (2R,6RS,10RS)-1,2-epox... Yields the product O1C[C@]1(CCCC(CCCC(CCCC(C)C)C)C)C ((2R,6RS,10RS)-1,2-epoxy-2,6,10,14-tetramethylpentadecane). Run at time 16 hour. Starting materials: C[C@](COS(=O)(=O)C1=CC=C(C)C=C1)(CCCC(CCCC(CCCC(C)C)C)C)O ((2R,6RS,10RS)-2,6,10,14-tetramethyl-1-tosyloxy-2-pentadecanol), C(C)O (ethanol), [OH-].[Na+] (sodium hydroxide). Solvent: O (water). The reactants are Fc1cc(Br)ccc1C(F)(F)F, CC(C)(C)OC(=O)N1CCNCC1, CCCc1cccc(CCC)c1-n1cc[n+](-c2c(CCC)cccc2CCC)c1, Cc1ccccc1, [Cl-]. The product is CC(C)(C)OC(=O)N1CCN(c2ccc(C(F)(F)F)c(F)c2)CC1. Reaction SMILES: [Br:14][c:15]1[cH:16][c:17]([F:25])[c:18]([C:21]([F:22])([F:23])[F:24])[cH:19][cH:20]1.[C:1]([CH3:2])([CH3:3])([CH3:4])[O:5][C:6](=[O:7])[N:8]1[CH2:9][CH2:10][NH:11][CH2:12][CH2:13]1.[CH2:27]([c:28]1[cH:29][cH:30][cH:31][c:32]([CH2:33][CH2:34][CH3:35])[c:36]1-[n+:37]1[cH:38][cH:39][n:40](-[c:41]2[c:42]([CH2:43][CH2:44][CH3:45])[cH:46][cH:47][cH:48][c:49]2[CH2:50][CH2:51][CH3:52])[cH:53]1)[CH2:54][CH3:55].[CH3:56][c:57]1[cH:58][cH:59][cH:60][cH:61][cH:62]1.[Cl-:26]>>[C:1]([CH3:2])([CH3:3])([CH3:4])[O:5][C:6](=[O:7])[N:8]1[CH2:9][CH2:10][N:11]([c:15]2[cH:16][c:17]([F:25])[c:18]([C:21]([F:22])([F:23])[F:24])[cH:19][cH:20]2)[CH2:12][CH2:13]1. The reactants are O=C(Nc1cccc2c1C(=O)c1ccccc1C2=O)OCc1ccccc1, CCO, [Na+], [OH-]. Yields the product Nc1cccc2c1C(=O)c1ccccc1C2=O. As a reaction SMILES: [CH2:1]([O:2][C:3](=[O:4])[NH:11][c:12]1[cH:13][cH:14][cH:15][c:16]2[c:25]1[C:24](=[O:26])[c:23]1[c:18]([cH:19][cH:20][cH:21][cH:22]1)[C:17]2=[O:27])[c:5]1[cH:6][cH:7][cH:8][cH:9][cH:10]1.[CH3:30][CH2:31][OH:32].[Na+:29].[OH-:28]>>[NH2:11][c:12]1[cH:13][cH:14][cH:15][c:16]2[c:25]1[C:24](=[O:26])[c:23]1[c:18]([cH:19][cH:20][cH:21][cH:22]1)[C:17]2=[O:27]. Reactants: O=C([O-])[O-], CCCCCCCCBr, CN(C)C=O, [K+], [K+], COC(=O)c1ccc2oc3c(O)cc(SC)cc3c(=O)c2c1. Product: CCCCCCCCOc1cc(SC)cc2c(=O)c3cc(C(=O)OC)ccc3oc12. RXN SMILES: [C:32](=[O:33])([O-:34])[O-:35].[CH2:23]([CH2:24][CH2:25][CH2:26][CH2:27][CH2:28][CH2:29][CH3:30])[Br:31].[CH3:38][N:39]([CH3:40])[CH:41]=[O:42].[K+:36].[K+:37].[OH:1][c:2]1[c:3]2[o:4][c:5]3[cH:6][cH:7][c:8]([C:19](=[O:20])[O:21][CH3:22])[cH:9][c:10]3[c:11](=[O:18])[c:12]2[cH:13][c:14]([S:16][CH3:17])[cH:15]1>>[O:1]([c:2]1[c:3]2[o:4][c:5]3[cH:6][cH:7][c:8]([C:19](=[O:20])[O:21][CH3:22])[cH:9][c:10]3[c:11](=[O:18])[c:12]2[cH:13][c:14]([S:16][CH3:17])[cH:15]1)[CH2:23][CH2:24][CH2:25][CH2:26][CH2:27][CH2:28][CH2:29][CH3:30]. The reactants are FC1=CC=C(C=C1)C1=C2C(=NC(=C1C=O)C(C)C)NC=C2 (4-(4-Fluorophenyl)-5-formyl-6-isopropyl-1H-pyrrolo-[2,3-b]pyridine), O.O.C(C(=O)O)(=O)O (oxalic acid dihydrate), C1(CCCCC1)NC=CP(OCC)(OCC)=O (diethyl 2-(cyclohexylamino)-vinyl-phosphonate), [H-].[Na+] (sodium hydride). Run in O1CCCC1 (tetrahydrofuran), O (water), O1CCCC1 (tetrahydrofuran), O1CCCC1 (tetrahydrofuran), O (water). The product is FC1=CC=C(C=C1)C1=C2C(=NC(=C1/C=C/C=O)C(C)C)NC=C2 ((E)-3-[4-(4-Fluorophenyl)-6-isopropyl-1H-pyrrolo[2,3-b]-pyridin-5-yl]prop-2-enal). Reaction SMILES: C1(NC=CP(=O)(OCC)[O:11][CH2:12][CH3:13])CCCCC1.[H-].[Na+].[F:20][C:21]1[CH:26]=[CH:25][C:24]([C:27]2[C:32]([CH:33]=O)=[C:31]([CH:35]([CH3:37])[CH3:36])[N:30]=[C:29]3[NH:38][CH:39]=[CH:40][C:28]=23)=[CH:23][CH:22]=1.O.O.C(O)(=O)C(O)=O>O1CCCC1.O>[F:20][C:21]1[CH:22]=[CH:23][C:24]([C:27]2[C:32](/[CH:33]=[CH:13]/[CH:12]=[O:11])=[C:31]([CH:35]([CH3:37])[CH3:36])[N:30]=[C:29]3[NH:38][CH:39]=[CH:40][C:28]=23)=[CH:25][CH:26]=1 |f:1.2,4.5.6|. Procedure details: A solution of 11 g (42 mmol) of diethyl 2-(cyclohexylamino)-vinyl-phosphonate in 60 ml of tetrahydrofuran are added dropwise under argon in the course of 10 min to a suspension of 2.52 g (84 mmol) of 80% strength sodium hydride in 60 ml of anhydrous tetrahydrofuran. 9.9 g (35 mmol) of the compound from Example VIII dissolved in 100 ml of tetrahydrofuran are added dropwise at reflux. The mixture is allowed to boil under reflux for 90 min and is cooled, treated with water and extracted several tim... Reactants: CC(C)CN(Cc1cc(Br)cs1)S(=O)(=O)c1ccccc1Cl, O=C([O-])[O-], CS(=O)(=O)c1cncc(B(O)O)c1, [Na+], [Na+], C1COCCO1, O. Product: CC(C)CN(Cc1cc(-c2cncc(S(C)(=O)=O)c2)cs1)S(=O)(=O)c1ccccc1Cl. Reaction SMILES: [Br:1][c:2]1[cH:3][c:4]([CH2:7][N:8]([S:9](=[O:10])(=[O:11])[c:12]2[c:13]([Cl:18])[cH:14][cH:15][cH:16][cH:17]2)[CH2:19][CH:20]([CH3:21])[CH3:22])[s:5][cH:6]1.[C:36](=[O:37])([O-:38])[O-:39].[CH3:23][S:24](=[O:25])(=[O:26])[c:27]1[cH:28][c:29]([B:33]([OH:34])[OH:35])[cH:30][n:31][cH:32]1.[Na+:40].[Na+:41].[O:43]1[CH2:44][CH2:45][O:46][CH2:47][CH2:48]1.[OH2:42]>>[c:2]1(-[c:29]2[cH:28][c:27]([S:24]([CH3:23])(=[O:25])=[O:26])[cH:32][n:31][cH:30]2)[cH:3][c:4]([CH2:7][N:8]([S:9](=[O:10])(=[O:11])[c:12]2[c:13]([Cl:18])[cH:14][cH:15][cH:16][cH:17]2)[CH2:19][CH:20]([CH3:21])[CH3:22])[s:5][cH:6]1.